Dataset: the Open Reaction Database (ORD), a public repository of structured organic reaction records. Task: describe an organic reaction: reactants, conditions, products, and yield Product: ClC1=CC=C(C=C1)C1=C(N(C2=CC=C(C=C12)OC(C(=O)N1CCCCC1)(C)C)C)C (2-[3-(4-Chlorophenyl)-1,2-dimethyl-1H-indole-5-yloxy]-2-methyl-propanoic acid piperidide). Procedure details: An amount of 0.5 g (1.4 m mole) of 2-[3-(4-chlorophenyl)-1,2-dimethyl-1H-indole-5yloxy]-2-methyl-propanoic acid was dissolved in 25 ml of tetrahydrofurane and heated for four hours with 0.24 g (1.4 m mole) of N,N'-carbonyldiimidazole on a steam bath. Subsequently, 0.24 g (2.8 m mole) of piperidine were added, and the mixture was refluxed for 12 hours. After evaporation the residue was mixed with dilute hydrochloric acid and extracted with ether. The evaporated ether residue was purified by colum... Solvent: O1CCCC1 (tetrahydrofurane). As a reaction SMILES: [Cl:1][C:2]1[CH:7]=[CH:6][C:5]([C:8]2[C:16]3[C:11](=[CH:12][CH:13]=[C:14]([O:17][C:18]([CH3:23])([CH3:22])[C:19]([OH:21])=O)[CH:15]=3)[N:10]([CH3:24])[C:9]=2[CH3:25])=[CH:4][CH:3]=1.[NH:26]1[CH2:31][CH2:30][CH2:29][CH2:28][CH2:27]1>O1CCCC1>[Cl:1][C:2]1[CH:3]=[CH:4][C:5]([C:8]2[C:16]3[C:11](=[CH:12][CH:13]=[C:14]([O:17][C:18]([CH3:23])([CH3:22])[C:19]([N:26]4[CH2:31][CH2:30][CH2:29][CH2:28][CH2:27]4)=[O:21])[CH:15]=3)[N:10]([CH3:24])[C:9]=2[CH3:25])=[CH:6][CH:7]=1. Starting materials: N,N'-carbonyldiimidazole, ClC1=CC=C(C=C1)C1=C(N(C2=CC=C(C=C12)OC(C(=O)O)(C)C)C)C (2-[3-(4-chlorophenyl)-1,2-dimethyl-1H-indole-5yloxy]-2-methyl-propanoic acid), N1CCCCC1 (piperidine). The reagents and catalysts are C=1C=CC(=CC1)/C=C/C(=O)/C=C/C2=CC=CC=C2.C=1C=CC(=CC1)/C=C/C(=O)/C=C/C2=CC=CC=C2.C=1C=CC(=CC1)/C=C/C(=O)/C=C/C2=CC=CC=C2.[Pd].[Pd] (tris(dibenzylideneacetone)dipalladium). Yields the product C(C)OC(=O)C=1C=NN(C1C)C=1C(=NC=C(C1)C1CC1)Cl (1-(2-chloro-5-cyclopropylpyridin-3-yl)-5-methyl-1H-pyrazole-4-carboxylic acid ethyl ester). Starting materials: C(C)OC(=O)C=1C=NN(C1C)C=1C(=NC=C(C1)Br)Cl (1-(5-bromo-2-chloropyridin-3-yl)-5-methyl-1H-pyrazole-4-carboxylic acid ethyl ester), [Cl-].[NH4+] (ammonium chloride), C1(CC1)B(O)O (cyclopropylboronic acid), C([O-])([O-])=O.[Na+].[Na+] (sodium carbonate). The solvent is Example 29 ( 1 ), O1CCCC1 (tetrahydrofuran). Isolated yield 63.7%. Reported procedure: To 1-(5-bromo-2-chloropyridin-3-yl)-5-methyl-1H-pyrazole-4-carboxylic acid ethyl ester (2 g) in Reference Example 29 (1), cyclopropylboronic acid (724 mg), tetrakis(triphenylphosphine)palladium (0) (670 mg) and 2 M sodium carbonate aqueous solution (8.7 ml) was added tetrahydrofuran (12 ml), and stirred under reflux. After completion of the reaction, a saturated aqueous solution of ammonium chloride was added to the reaction solution under ice-cooling, and extracted with chloroform. The organic ... Reaction SMILES: [CH2:1]([O:3][C:4]([C:6]1[CH:7]=[N:8][N:9]([C:12]2[C:13]([Cl:19])=[N:14][CH:15]=[C:16](Br)[CH:17]=2)[C:10]=1[CH3:11])=[O:5])[CH3:2].[CH:20]1(B(O)O)[CH2:22][CH2:21]1.C(=O)([O-])[O-].[Na+].[Na+].[Cl-].[NH4+]>C1C=CC(/C=C/C(/C=C/C2C=CC=CC=2)=O)=CC=1.C1C=CC(/C=C/C(/C=C/C2C=CC=CC=2)=O)=CC=1.C1C=CC(/C=C/C(/C=C/C2C=CC=CC=2)=O)=CC=1.[Pd].[Pd].O1CCCC1>[CH2:1]([O:3][C:4]([C:6]1[CH:7]=[N:8][N:9]([C:12]2[C:13]([Cl:19])=[N:14][CH:15]=[C:16]([CH:20]3[CH2:22][CH2:21]3)[CH:17]=2)[C:10]=1[CH3:11])=[O:5])[CH3:2] |f:2.3.4,5.6,7.8.9.10.11|. Product: CCn1nc(-c2ccc3c(c2)CCN3C(=O)Cc2cccc(C)c2)c2c(N)ncnc21. As a reaction SMILES: [C:42](=[O:43])([OH:44])[O-:45].[CH2:1]([CH3:2])[n:3]1[n:4][c:5]([I:13])[c:6]2[c:7]1[n:8][cH:9][n:10][c:11]2[NH2:12].[CH3:14][c:15]1[cH:16][c:17]([CH2:21][C:22](=[O:23])[N:24]2[CH2:25][CH2:26][c:27]3[cH:28][c:29]([B:33]4[O:34][C:35]([CH3:36])([CH3:37])[C:38]([CH3:39])([CH3:40])[O:41]4)[cH:30][cH:31][c:32]32)[cH:18][cH:19][cH:20]1.[Na+:46].[O:47]1[CH2:48][CH2:49][O:50][CH2:51][CH2:52]1.[OH2:53]>>[CH2:1]([CH3:2])[n:3]1[n:4][c:5](-[c:29]2[cH:28][c:27]3[c:32]([cH:31][cH:30]2)[N:24]([C:22]([CH2:21][c:17]2[cH:16][c:15]([CH3:14])[cH:20][cH:19][cH:18]2)=[O:23])[CH2:25][CH2:26]3)[c:6]2[c:7]1[n:8][cH:9][n:10][c:11]2[NH2:12]. Reactants: O=C([O-])O, CCn1nc(I)c2c(N)ncnc21, Cc1cccc(CC(=O)N2CCc3cc(B4OC(C)(C)C(C)(C)O4)ccc32)c1, [Na+], C1COCCO1, O. The reactants are N([C@@H](CC1=CC=CC=C1)C(=O)N[C@@H](CC1CCCCC1)C(=O)N[C@@H](CC1=CC(=CC=C1)C(C)(C)C)C(=O)N)C(=O)OCC1=CC=CC=C1 (Z-Phe-Cha-Phe(3-tBu)-NH2), [H][H] (hydrogen). Reagents/catalysts: [C].[Pd] (palladium carbon). Run in CO (methanol). Product: N[C@@H](CC1=CC=CC=C1)C(=O)N[C@@H](CC1CCCCC1)C(=O)N[C@@H](CC1=CC(=CC=C1)C(C)(C)C)C(=O)N (Phe-Cha-Phe(3-tBu)-NH2). RXN SMILES: [NH:1](C(OCC1C=CC=CC=1)=O)[C@H:2]([C:10]([NH:12][C@H:13]([C:21]([NH:23][C@H:24]([C:36]([NH2:38])=[O:37])[CH2:25][C:26]1[CH:31]=[CH:30][CH:29]=[C:28]([C:32]([CH3:35])([CH3:34])[CH3:33])[CH:27]=1)=[O:22])[CH2:14][CH:15]1[CH2:20][CH2:19][CH2:18][CH2:17][CH2:16]1)=[O:11])[CH2:3][C:4]1[CH:9]=[CH:8][CH:7]=[CH:6][CH:5]=1.[H][H]>CO.[C].[Pd]>[NH2:1][C@H:2]([C:10]([NH:12][C@H:13]([C:21]([NH:23][C@H:24]([C:36]([NH2:38])=[O:37])[CH2:25][C:26]1[CH:31]=[CH:30][CH:29]=[C:28]([C:32]([CH3:35])([CH3:33])[CH3:34])[CH:27]=1)=[O:22])[CH2:14][CH:15]1[CH2:20][CH2:19][CH2:18][CH2:17][CH2:16]1)=[O:11])[CH2:3][C:4]1[CH:9]=[CH:8][CH:7]=[CH:6][CH:5]=1 |f:3.4|. Procedure: To a solution of 188 mg (0.287 mmol) of Z-Phe-Cha-Phe(3-tBu)-NH2 in 3 ml of methanol, 100 mg of 10% palladium carbon was added and the mixture was stirred overnight in a hydrogen atmosphere at room temperature. After filtering, the filtrate was concentrated under reduced pressure and the resulting residue was subjected to silica gel column chromatography (eluting solvent, chloroform:methanol=10:1) to yield Phe-Cha-Phe(3-tBu)-NH2 in the amount of 69.0 mg (46%). As a reaction SMILES: [CH3:1][c:2]1[c:3]([C:4](=[O:5])[OH:6])[cH:7][cH:8][c:9]([N+:11](=[O:12])[O-:13])[cH:10]1.[Cl:19][C:20]([C:21]([Cl:22])=[O:23])=[O:24].[Cl:25][CH2:26][Cl:27].[O:14]=[CH:15][N:16]([CH3:17])[CH3:18]>>[CH3:1][c:2]1[c:3]([C:4](=[O:5])[NH2:16])[cH:7][cH:8][c:9]([N+:11](=[O:12])[O-:13])[cH:10]1. Product: Cc1cc([N+](=O)[O-])ccc1C(N)=O. Starting materials: Cc1cc([N+](=O)[O-])ccc1C(=O)O, O=C(Cl)C(=O)Cl, ClCCl, CN(C)C=O. The reactants are Cl.ClCC1=CC(=C(C=C1CNC)OC)OC (N-(6-chloromethyl-3,4-dimethoxybenzyl)-methylamine hydrochloride), [OH-].[Na+] (sodium hydroxide). Reagents/catalysts: [Cl-].C(CCCCCCC)[N+](C)(CCCCCCCC)CCCCCCCC (trioctylmethylammonium chloride). The solvent is C1=CC=CC=C1 (benzene). Run at time 3 hour. Product: Cl.COC=1C=C2CN(CC2=CC1OC)C (5,6-dimethoxy-2-methylisoindoline hydrochloride). Yield: 7.8%. RXN SMILES: Cl.[Cl:2][CH2:3][C:4]1[C:9]([CH2:10][NH:11][CH3:12])=[CH:8][C:7]([O:13][CH3:14])=[C:6]([O:15][CH3:16])[CH:5]=1.[OH-].[Na+]>[Cl-].C([N+](CCCCCCCC)(CCCCCCCC)C)CCCCCCC.C1C=CC=CC=1>[ClH:2].[CH3:16][O:15][C:6]1[CH:5]=[C:4]2[C:9](=[CH:8][C:7]=1[O:13][CH3:14])[CH2:10][N:11]([CH3:12])[CH2:3]2 |f:0.1,2.3,4.5,7.8|. Reported procedure: 23 g (0.1 mol) of N-(6-chloromethyl-3,4-dimethoxybenzyl)-methylamine hydrochloride was added at a temperature of from 15° to 18° C. to a suspension comprising 50 ml of a 50% sodium hydroxide aqueous solution, 230 ml of benzene and 1 ml of a 90% trioctylmethylammonium chloride aqueous solution over a period of 2 minutes. The mixture was stirred for 3 hours, and then the organic layer of the reaction solution was separated, washed with water and a saturated sodium chloride aqueous solution, and th... The reactants are CN(C)C=O, COC(=O)c1ccc(C(=O)O)c([N+](=O)[O-])c1, CN, O, O=S(Cl)Cl. Yields the product CNC(=O)c1ccc(C(=O)OC)cc1[N+](=O)[O-]. Reaction SMILES: [CH3:17][N:18]([CH3:19])[CH:20]=[O:21].[CH3:1][O:2][C:3](=[O:4])[c:5]1[cH:6][c:7]([N+:14](=[O:15])[O-:16])[c:8]([C:9](=[O:10])[OH:11])[cH:12][cH:13]1.[CH3:22][NH2:23].[OH2:28].[S:24]([Cl:25])([Cl:26])=[O:27]>>[CH3:1][O:2][C:3](=[O:4])[c:5]1[cH:6][c:7]([N+:14](=[O:15])[O-:16])[c:8]([C:9](=[O:10])[NH:18][CH3:17])[cH:12][cH:13]1. RXN SMILES: [Br:1][CH2:2][C:3]([C:4](=[O:5])[O:6][CH2:7][CH3:8])=[O:9].[Cl:13][CH2:14][Cl:15].[Cl:17][CH:18]([Cl:19])[Cl:20].[ClH:10].[NH2:11][OH:12].[OH2:16]>>[Br:1][CH2:2][C:3]([C:4](=[O:5])[O:6][CH2:7][CH3:8])=[N:11][OH:12]. Starting materials: CCOC(=O)C(=O)CBr, ClCCl, ClC(Cl)Cl, Cl, NO, O. Yields the product CCOC(=O)C(CBr)=NO. Starting materials: [BH4-], CO, CCOCC, CC(C)C1CCC(=O)CC1, Cl, NCc1ccccc1, [Na+], C1COCCO1, O. Yields the product CC(C)C1CCC(NCc2ccccc2)CC1, Cl. RXN SMILES: [BH4-:19].[CH3:22][OH:23].[CH3:30][CH2:31][O:32][CH2:33][CH3:34].[CH:1]([CH3:2])([CH3:3])[CH:4]1[CH2:5][CH2:6][C:7](=[O:10])[CH2:8][CH2:9]1.[ClH:21].[NH2:11][CH2:12][c:13]1[cH:14][cH:15][cH:16][cH:17][cH:18]1.[Na+:20].[O:24]1[CH2:25][CH2:26][O:27][CH2:28][CH2:29]1.[OH2:35]>>[CH:1]([CH3:2])([CH3:3])[CH:4]1[CH2:5][CH2:6][CH:7]([NH:11][CH2:12][c:13]2[cH:14][cH:15][cH:16][cH:17][cH:18]2)[CH2:8][CH2:9]1.[ClH:21].